Dataset: the Open Reaction Database (ORD), a public repository of structured organic reaction records. Task: describe an organic reaction: reactants, conditions, products, and yield Solvent: C(Cl)Cl (methylene chloride), C(C)(=O)OCC (ethyl acetate), CO (Methanol), C(C)(=O)OCC.CCCCCC (ethyl acetate hexane). The yield is 74.4%. Procedure: To an ice-cooled mechanically stirred solution of 2-benzyloxyethanol (25 mL, 0.18 mole), triphenylphosphine (115.2 g, 0.44 mole) and pyridine (56.9 mL, 0.70 mole) in methylene chloride (1000 mL) was added, dropwise, carbon tetrabromide (61.3 g, 0.18 mole). The mixture was stirred overnight at room temperature. Methanol (130 mL) was then added and, after further stirring for 1 hour, the solvents were evaporated. The residue was triturated with hexane and the hexane solution was concentrated to yi... Yields the product BrCCOCC1=CC=CC=C1 ((2-bromoethoxymethyl)benzene). RXN SMILES: [CH2:1]([O:8][CH2:9][CH2:10]O)[C:2]1[CH:7]=[CH:6][CH:5]=[CH:4][CH:3]=1.C1(P(C2C=CC=CC=2)C2C=CC=CC=2)C=CC=CC=1.N1C=CC=CC=1.C(Br)(Br)(Br)[Br:38]>C(Cl)Cl.C(OCC)(=O)C.C(OCC)(=O)C.CCCCCC.CO>[Br:38][CH2:10][CH2:9][O:8][CH2:1][C:2]1[CH:7]=[CH:6][CH:5]=[CH:4][CH:3]=1 |f:6.7|. The reactants are ice, C(C1=CC=CC=C1)OCCO (2-benzyloxyethanol), C1(=CC=CC=C1)P(C1=CC=CC=C1)C1=CC=CC=C1 (triphenylphosphine), N1=CC=CC=C1 (pyridine), C(Br)(Br)(Br)Br (carbon tetrabromide). Run at time 8 hour.